From a dataset of the Open Reaction Database (ORD), a public repository of structured organic reaction records. describe an organic reaction: reactants, conditions, products, and yield The reactants are BrCCC1=CNC2=CC=CC=C12 (3-(2-bromoethyl)indole), COC=1C(=NC=CC1)N1CCNCC1 (1-(3-methoxy-2-pyridinyl)piperazine), C(=O)([O-])[O-].[K+].[K+] (K2CO3). The reagents and catalysts are S(=O)(=O)(O)[O-].C(CCC)[N+](CCCC)(CCCC)CCCC (tetrabutylammonium hydrogen sulfate). The solvent is C(C)#N (acetonitrile). Product: N1C=C(C2=CC=CC=C12)CCN1CCN(CC1)C1=NC=CC=C1OC (1-[2-(1H-indol-3-yl)-ethyl]-4-[3-methoxy-2-pyridinyl]-piperazine). As a reaction SMILES: Br[CH2:2][CH2:3][C:4]1[C:12]2[C:7](=[CH:8][CH:9]=[CH:10][CH:11]=2)[NH:6][CH:5]=1.[CH3:13][O:14][C:15]1[C:16]([N:21]2[CH2:26][CH2:25][NH:24][CH2:23][CH2:22]2)=[N:17][CH:18]=[CH:19][CH:20]=1.C([O-])([O-])=O.[K+].[K+]>S([O-])(O)(=O)=O.C([N+](CCCC)(CCCC)CCCC)CCC.C(#N)C>[NH:6]1[C:7]2[C:12](=[CH:11][CH:10]=[CH:9][CH:8]=2)[C:4]([CH2:3][CH2:2][N:24]2[CH2:25][CH2:26][N:21]([C:16]3[C:15]([O:14][CH3:13])=[CH:20][CH:19]=[CH:18][N:17]=3)[CH2:22][CH2:23]2)=[CH:5]1 |f:2.3.4,5.6|. Reported procedure: A mixture of 3-(2-bromoethyl)indole (2.00 g), 1-(3-methoxy-2-pyridinyl)piperazine (1.72 g), micropulverized K2CO3 (2.46 g) and tetrabutylammonium hydrogen sulfate (0.15 g), in acetonitrile (50 mL) was heated at reflux under N2 atmosphere for 5 h. The excess acetonitrile was removed under reduced pressure and water (10 mL) was added to the concentrate. The aqueous phase was extracted with CH2Cl2 (3×50 mL). The combined CH2Cl2 extracts were washed with sat. NaCl solution, dried with anhydrous K2CO... Reaction SMILES: [C:15]([CH3:16])([CH3:17])([CH3:18])[Si:19]([c:20]1[cH:21][cH:22][cH:23][cH:24][cH:25]1)([c:26]1[cH:27][cH:28][cH:29][cH:30][cH:31]1)[Cl:32].[CH2:1]([c:2]1[cH:3][cH:4][cH:5][cH:6][cH:7]1)[O:8][C:9]([NH:10][CH2:11][CH2:12][OH:13])=[O:14].[CH3:38][CH2:39][OH:40].[CH3:41][N:42]([CH3:43])[CH:44]=[O:45].[nH:33]1[cH:34][cH:35][n:36][cH:37]1>>[CH2:1]([c:2]1[cH:3][cH:4][cH:5][cH:6][cH:7]1)[O:8][C:9]([NH:10][CH2:11][CH2:12][O:13][Si:19]([C:15]([CH3:16])([CH3:17])[CH3:18])([c:20]1[cH:21][cH:22][cH:23][cH:24][cH:25]1)[c:26]1[cH:27][cH:28][cH:29][cH:30][cH:31]1)=[O:14]. Starting materials: CC(C)(C)[Si](Cl)(c1ccccc1)c1ccccc1, O=C(NCCO)OCc1ccccc1, CCO, CN(C)C=O, c1c[nH]cn1. The product is CC(C)(C)[Si](OCCNC(=O)OCc1ccccc1)(c1ccccc1)c1ccccc1. Starting materials: C(#N)C(=O)OCCCC (n-Butyl cyanoformate), C1(=CC=CC=C1)N=CC=1OC=CC1C (3-methylfuran-2-carbaldehyde-N-phenylimine). Run in C=1(C(=CC=CC1)C)C (xylene), C=1(C(=CC=CC1)C)C (xylene). Reaction conditions: temperature 130 celsius. Product: C(CCC)OC(=O)C=1C=C2C(=CN1)OC=C2 (5-n-butoxycarbonylfuro[2,3-c]pyridine). The yield is 45.8%. RXN SMILES: [C:1]([C:3]([O:5][CH2:6][CH2:7][CH2:8][CH3:9])=[O:4])#[N:2].C1(N=[CH:17][C:18]2[O:19][CH:20]=[CH:21][C:22]=2[CH3:23])C=CC=CC=1>C1(C)C(C)=CC=CC=1>[CH2:6]([O:5][C:3]([C:1]1[CH:23]=[C:22]2[CH:21]=[CH:20][O:19][C:18]2=[CH:17][N:2]=1)=[O:4])[CH2:7][CH2:8][CH3:9]. Procedure details: n-Butyl cyanoformate(13.7 g, 0.108 mol) and 3-methylfuran-2-carbaldehyde-N-phenylimine(5.0 g, 27.0 mmol) were mixed at room temperature in xylene (25 mL) then heated to reflux at 120 to 140° C. with stirring. A xylene (15 mL) solution of 7.40 g (54.2 mol) of n-butyl chlorofornate was added dropwise for an hour to the resulting mixture. After all the solution had been added, the reaction mixture was heated to reflux for 2 hours, it was allowed to cool to room temperature, and the solvent was dist... Starting materials: ClC(Cl)Cl, COc1cc2c(c3c1OC(C)(C)C3)C(c1cccc(-c3cccc(NC(C)=O)c3)c1)=NC(C)(C)C2O. Product: COc1cc2c(c3c1OC(C)(C)C3)C(c1cccc(-c3cccc(NC(C)=O)c3)c1)=NC(C)(C)C2=O. Reaction SMILES: [CH:37]([Cl:38])([Cl:39])[Cl:40].[OH:1][CH:2]1[C:3]([CH3:35])([CH3:36])[N:4]=[C:5]([c:19]2[cH:20][c:21](-[c:25]3[cH:26][c:27]([NH:31][C:32]([CH3:33])=[O:34])[cH:28][cH:29][cH:30]3)[cH:22][cH:23][cH:24]2)[c:6]2[c:7]3[c:8]([c:9]([O:12][CH3:13])[cH:10][c:11]21)[O:14][C:15]([CH3:17])([CH3:18])[CH2:16]3>>[O:1]=[C:2]1[C:3]([CH3:35])([CH3:36])[N:4]=[C:5]([c:19]2[cH:20][c:21](-[c:25]3[cH:26][c:27]([NH:31][C:32]([CH3:33])=[O:34])[cH:28][cH:29][cH:30]3)[cH:22][cH:23][cH:24]2)[c:6]2[c:7]3[c:8]([c:9]([O:12][CH3:13])[cH:10][c:11]21)[O:14][C:15]([CH3:17])([CH3:18])[CH2:16]3. Starting materials: Cl.[N+](=O)([O-])C1=CC=C2CCN3C(C2=C1)CCC3 ((+)-9-nitro-1,2,3,5,6,10b-hexahydropyrrolo[2,1-a]isoquinoline hydrochloride). Reagents/catalysts: [Pd] (Pd-C). Run in C(C)O (ethanol). The product is Cl.C1CCN2C1C1=CC(=CC=C1CC2)N ((+)-1,2,3,5,6,10b-Hexahydropyrrolo[2,1-a]isoquinolin-9-amine hydrochloride), solid. The yield is 85.0%. As a reaction SMILES: [ClH:1].[N+:2]([C:5]1[CH:14]=[C:13]2[C:8]([CH2:9][CH2:10][N:11]3[CH2:17][CH2:16][CH2:15][CH:12]32)=[CH:7][CH:6]=1)([O-])=O>C(O)C.[Pd]>[ClH:1].[CH2:15]1[CH:12]2[C:13]3[C:8]([CH2:9][CH2:10][N:11]2[CH2:17][CH2:16]1)=[CH:7][CH:6]=[C:5]([NH2:2])[CH:14]=3 |f:0.1,4.5|. Procedure details: A suspension (+)-9-nitro-1,2,3,5,6,10b-hexahydropyrrolo[2,1-a]isoquinoline hydrochloride (1.83 g, 7.18 mmol) and 10% Pd-C (0.2 g) in ethanol (150 ml) was hydrogenated at 50 psi for 0.75 h. The solution was filtered and the filtrate was concentrated to a volume of 25 ml. It was then heated to reflux to dissolve all of the solid and upon cooling the product precipitated. The title compound was isolated as a white solid (1.37 g, 85%), m.p. 239-41.5° C.; [α]D +62.5° (c 1.13, MeOH). This salt was a s...